Dataset: the Open Reaction Database (ORD), a public repository of structured organic reaction records. Task: describe an organic reaction: reactants, conditions, products, and yield Starting materials: Br, CC(C)C(=O)Cl, CC(=O)[O-], Nc1csc(Br)n1, [Na+], c1ccncc1. Product: CC(C)C(=O)Nc1csc(Br)n1. As a reaction SMILES: [BrH:7].[C:1]([CH:2]([CH3:3])[CH3:4])(=[O:5])[Cl:6].[CH3:16][C:17](=[O:18])[O-:19].[NH2:8][c:9]1[n:10][c:11]([Br:14])[s:12][cH:13]1.[Na+:15].[cH:20]1[cH:21][cH:22][n:23][cH:24][cH:25]1>>[C:1]([CH:2]([CH3:3])[CH3:4])(=[O:5])[NH:8][c:9]1[n:10][c:11]([Br:14])[s:12][cH:13]1.